Dataset: the Open Reaction Database (ORD), a public repository of structured organic reaction records. Task: describe an organic reaction: reactants, conditions, products, and yield The reactants are CCOC(C)=O, CCOC(=O)C(C(=O)OCC)C(=O)C(C)(C)c1ccc(C)cc1, O=S(=O)(O)O. Product: CCOC(=O)C1=C(O)c2cc(C)ccc2C(C)(C)C1=O. Reaction SMILES: [CH3:29][CH2:30][O:31][C:32]([CH3:33])=[O:34].[CH3:6][C:7]([C:8](=[O:9])[CH:10]([C:11](=[O:12])[O:13][CH2:14][CH3:15])[C:16](=[O:17])[O:18][CH2:19][CH3:20])([CH3:21])[c:22]1[cH:23][cH:24][c:25]([CH3:28])[cH:26][cH:27]1.[S:1](=[O:2])(=[O:3])([OH:4])[OH:5]>>[CH3:6][C:7]1([CH3:21])[C:8](=[O:9])[C:10]([C:16](=[O:17])[O:18][CH2:19][CH3:20])=[C:11]([OH:12])[c:23]2[c:22]1[cH:27][cH:26][c:25]([CH3:28])[cH:24]2. Starting materials: COC(=O)C(=O)c1ccc(OCCOCCOc2ccccc2)cc1, CCCCCC, CO, [Na+], [OH-], c1ccccc1. Product: O=C(O)C(=O)c1ccc(OCCOCCOc2ccccc2)cc1. RXN SMILES: [CH3:1][O:2][C:3]([C:4]([c:5]1[cH:6][cH:7][c:8]([O:11][CH2:12][CH2:13][O:14][CH2:15][CH2:16][O:17][c:18]2[cH:19][cH:20][cH:21][cH:22][cH:23]2)[cH:9][cH:10]1)=[O:24])=[O:25].[CH3:26][CH2:27][CH2:28][CH2:29][CH2:30][CH3:31].[CH3:38][OH:39].[Na+:41].[OH-:40].[cH:32]1[cH:33][cH:34][cH:35][cH:36][cH:37]1>>[O:2]=[C:3]([C:4]([c:5]1[cH:6][cH:7][c:8]([O:11][CH2:12][CH2:13][O:14][CH2:15][CH2:16][O:17][c:18]2[cH:19][cH:20][cH:21][cH:22][cH:23]2)[cH:9][cH:10]1)=[O:24])[OH:25].